This data is from the Open Reaction Database (ORD), a public repository of structured organic reaction records. The task is: describe an organic reaction: reactants, conditions, products, and yield Starting materials: [Cl-].[Cl-].[Cl-].[Al+3] (aluminum trichloride), C(C(C)C)C1=CC=CC=C1 (isobutyl benzene), BrC(C(=O)Br)(C)C (2-bromoisobutyryl bromide), ice water, Cl (HCl). The solvent is C(Cl)Cl (methylene chloride). The product is CC1C(C2=CC=C(C=C2C1)CC(C)C)=O ((±)-2-Methyl-5-isobutyl-1-indanone). Isolated yield 83.0%. RXN SMILES: [Cl-].[Cl-].[Cl-].[Al+3].[CH2:5]([C:9]1[CH:14]=[CH:13][CH:12]=[CH:11][CH:10]=1)[CH:6]([CH3:8])[CH3:7].Br[C:16]([CH3:21])([CH3:20])[C:17](Br)=[O:18].Cl>C(Cl)Cl>[CH3:20][CH:16]1[CH2:21][C:13]2[C:12](=[CH:11][CH:10]=[C:9]([CH2:5][CH:6]([CH3:8])[CH3:7])[CH:14]=2)[C:17]1=[O:18] |f:0.1.2.3|. Procedure details: 17.3 g (125 mmol) of aluminum trichloride were added with ice cooling to a solution of 6.7 g (50 mmol) of isobutyl benzene in 30 ml of methylene chloride. 11.9 g (52 mmol) of 2-bromoisobutyryl bromide were subsequently added rapidly, and the mixture was refluxed for 15 hours. The reaction mixture was poured into 100 ml of ice water, 25 ml of conc. aqueous HCl were added, and the mixture was extracted 3 times with 50 ml of diethyl ether in each case. The combined organic phases were washed with 5... Reactants: C(#N)/C=C/[C@@H](CC1=CC=CC=C1)NS(=O)(=O)C1=C(C=CC=C1)OC(F)(F)F ((R,E)-N-(4-Cyano-1-phenylbut-3-en-2-yl)-2-(trifluoromethoxy)benzenesulfonamide), BrCC(=O)OCC (ethyl bromoacetate), C(=O)([O-])[O-].[K+].[K+] (K2CO3), O (water). Run in CN(C)C=O (DMF). Reaction conditions: time 12 hour. Yields the product C(#N)/C=C/[C@@H](CC1=CC=CC=C1)N(S(=O)(=O)C1=C(C=CC=C1)OC(F)(F)F)CC(=O)OCC ((R,E)-Ethyl 2-(N-(4-cyano-1-phenylbut-3-en-2-yl)-2-(trifluoromethoxy)phenylsulfonamido)acetate). Yield: 72.3%. Reaction SMILES: [C:1](/[CH:3]=[CH:4]/[C@H:5]([NH:13][S:14]([C:17]1[CH:22]=[CH:21][CH:20]=[CH:19][C:18]=1[O:23][C:24]([F:27])([F:26])[F:25])(=[O:16])=[O:15])[CH2:6][C:7]1[CH:12]=[CH:11][CH:10]=[CH:9][CH:8]=1)#[N:2].Br[CH2:29][C:30]([O:32][CH2:33][CH3:34])=[O:31].C([O-])([O-])=O.[K+].[K+].O>CN(C=O)C>[C:1](/[CH:3]=[CH:4]/[C@H:5]([N:13]([CH2:29][C:30]([O:32][CH2:33][CH3:34])=[O:31])[S:14]([C:17]1[CH:22]=[CH:21][CH:20]=[CH:19][C:18]=1[O:23][C:24]([F:25])([F:26])[F:27])(=[O:15])=[O:16])[CH2:6][C:7]1[CH:12]=[CH:11][CH:10]=[CH:9][CH:8]=1)#[N:2] |f:2.3.4|. Procedure details: To a solution of compound 31g (4.2 g, 10.6 mmol) in DMF (100 mL) was added ethyl bromoacetate (2.1 g, 12.7 mmol) and K2CO3 (3.5 g, 25.4 mmol). The mixture was stirred at rt for 12 h, then water (100 mL) was added to the mixture. The mixture was extracted with EA three times and the combined organic layer was washed with brine and dried over anhydrous Na2SO4. After filtration, the filtrate was evaporated and the residue was purified by CC (hexane/EA=5:1) to give compound 31h (3.7 g, 73% yield). Starting materials: CN(C)CC1=CC2=C(CN(CC2)C(C2=C(C=CC=C2)C(C2=CC=CC=C2)=O)=O)O1 (N,N-Dimethyl-[6-(2-benzoylbenzoyl)-4,5,6,7-tetrahydrofuro[2,3-c]pyridin-2-ylmethyl)amine), Cl (hydrogen chloride). Run in CO (methanol), C(C)(=O)OCC (ethyl acetate). Yields the product Cl.CN(C)CC1=CC2=C(CN(CC2)C(C2=C(C=CC=C2)C(C2=CC=CC=C2)=O)=O)O1 (N,N-dimethyl-[6-(2-benzoylbenzoyl)-4,5,6,7-tetrahydrofuro[2,3-c]pyridin-2-ylmethyl]amine hydrochloride). Reaction SMILES: [CH3:1][N:2]([CH2:4][C:5]1[O:29][C:8]2[CH2:9][N:10]([C:13](=[O:28])[C:14]3[CH:19]=[CH:18][CH:17]=[CH:16][C:15]=3[C:20](=[O:27])[C:21]3[CH:26]=[CH:25][CH:24]=[CH:23][CH:22]=3)[CH2:11][CH2:12][C:7]=2[CH:6]=1)[CH3:3].[ClH:30]>CO.C(OCC)(=O)C>[ClH:30].[CH3:3][N:2]([CH2:4][C:5]1[O:29][C:8]2[CH2:9][N:10]([C:13](=[O:28])[C:14]3[CH:19]=[CH:18][CH:17]=[CH:16][C:15]=3[C:20](=[O:27])[C:21]3[CH:26]=[CH:25][CH:24]=[CH:23][CH:22]=3)[CH2:11][CH2:12][C:7]=2[CH:6]=1)[CH3:1] |f:4.5|. Reported procedure: N,N-Dimethyl-[6-(2-benzoylbenzoyl)-4,5,6,7-tetrahydrofuro[2,3-c]pyridin-2-ylmethyl)amine 0.291 g was dissolved in 2 ml of methanol; hydrogen chloride in ethyl acetate was added in excess, followed by stirring. After this mixture was concentrated, diethyl ether was added; the resulting solid was filtered and washed with diethyl ether to yield the desired product.